Task: describe an organic reaction: reactants, conditions, products, and yield. Dataset: the Open Reaction Database (ORD), a public repository of structured organic reaction records The reactants are OC=1C(=NC(N(C1C)C)C1=CC=CC=C1)C1=CC(=CC=C1)[N+](=O)[O-] (5-hydroxy-methyl-6-methyl-2-phenyl-4-(3-nitrophenyl)pyrimidine), O1CCCC1 (tetrahydrofuran), P(Br)(Br)Br (phosphorus tribromide), O1CCCC1 (tetrahydrofuran), C([O-])([O-])=O.[K+].[K+] (potassium carbonate), ice water. Run in C1=CC=CC=C1 (benzene). Conditions: time 4 hour. The product is BrCC=1C(=NC(=NC1C)C1=CC=CC=C1)C1=CC(=CC=C1)[N+](=O)[O-] (5-bromomethyl-6-methyl-2-phenyl-4-(3-nitrophenyl)pyrimidine). Reaction SMILES: P(Br)(Br)[Br:2].OC1[C:7]([C:20]2[CH:25]=[CH:24][CH:23]=[C:22]([N+:26]([O-:28])=[O:27])[CH:21]=2)=[N:8][CH:9]([C:14]2[CH:19]=[CH:18][CH:17]=[CH:16][CH:15]=2)[N:10](C)C=1C.C(=O)([O-])[O-].[K+].[K+].O1[CH2:39][CH2:38][CH2:37][CH2:36]1>C1C=CC=CC=1>[Br:2][CH2:36][C:37]1[C:7]([C:20]2[CH:25]=[CH:24][CH:23]=[C:22]([N+:26]([O-:28])=[O:27])[CH:21]=2)=[N:8][C:9]([C:14]2[CH:19]=[CH:18][CH:17]=[CH:16][CH:15]=2)=[N:10][C:38]=1[CH3:39] |f:2.3.4|. Reported procedure: To a solution of phosphorus tribromide (16.85 g) in a mixture of benzene (150 ml) and tetrahydrofuran (150 ml) was dropwise added a solution of 5-hydroxy-methyl-6-methyl-2-phenyl-4-(3-nitrophenyl)pyrimidine (30 g) in tetrahydrofuran (150 ml) under cooling at 7°-10° C. After stirring for 4 hours at the same temperature, the reaction mixture was poured into ice-water (200 ml), adjusted to pH 9.5 with saturated potassium carbonate and extracted with ethyl acetate (300 ml). After filtering off an in...